From a dataset of the Open Reaction Database (ORD), a public repository of structured organic reaction records. describe an organic reaction: reactants, conditions, products, and yield Run in C(C)O (ethanol). The yield is 121.2%. As a reaction SMILES: [F:1][C:2]1[CH:3]=[C:4]2[C:8](=[CH:9][CH:10]=1)[NH:7][CH:6]=[C:5]2[C@H:11]1[CH2:15][CH2:14][C:13](=O)[CH2:12]1.[CH3:17][NH:18][CH3:19].C(O[BH-](OC(=O)C)OC(=O)C)(=O)C.[Na+]>C(O)C>[F:1][C:2]1[CH:3]=[C:4]2[C:8](=[CH:9][CH:10]=1)[NH:7][CH:6]=[C:5]2[C@H:11]1[CH2:15][CH2:14][CH:13]([N:18]([CH3:19])[CH3:17])[CH2:12]1 |f:2.3|. The reactants are FC=1C=C2C(=CNC2=CC1)[C@@H]1CC(CC1)=O ((3S)-3-(5-fluoro-1H-indol-3-yl)-cyclopentanone), CNC (dimethylamine), C(C)(=O)O[BH-](OC(C)=O)OC(C)=O.[Na+] (Sodium triacetoxyborohydride). Run at time 1 hour. Yields the product FC=1C=C2C(=CNC2=CC1)[C@@H]1CC(CC1)N(C)C ((3S)-3-(5-fluoro-1H-indol-3-yl)-cyclopentyl-dimethylamine). Reported procedure: A solution of (3S)-3-(5-fluoro-1H-indol-3-yl)-cyclopentanone (290 mg, 1.34 mMol), dimethylamine (2.0 M solution in THF, 6.7 mL, 13.4 mMol) in ethanol (10 mL) was stirred for 15 min. Sodium triacetoxyborohydride (1.1 g, 5.4 mMol) was added and the reaction stirred for 1 h. The reaction was extracted three times with ethyl acetate/aqueous sodium bicarbonate solution. The ethyl acetate extracts were dried over magnesium sulfate and concentrated in vacuo to give (3S)-3-(5-fluoro-1H-indol-3-yl)-cyclo... Reactants: CO, CC(C)(C)OC(=O)N1CCN(CC(=O)Nc2c(Cl)cc([N+](=O)[O-])cc2Cl)C(C(N)=O)C1. The product is CC(C)(C)OC(=O)N1CCN(CC(=O)Nc2c(Cl)cc(N)cc2Cl)C(C(N)=O)C1. RXN SMILES: [CH3:32][OH:33].[NH2:1][C:2](=[O:3])[CH:4]1[N:5]([CH2:17][C:18](=[O:19])[NH:20][c:21]2[c:22]([Cl:31])[cH:23][c:24]([N+:28]([O-:29])=[O:30])[cH:25][c:26]2[Cl:27])[CH2:6][CH2:7][N:8]([C:10](=[O:11])[O:12][C:13]([CH3:14])([CH3:15])[CH3:16])[CH2:9]1>>[NH2:1][C:2](=[O:3])[CH:4]1[N:5]([CH2:17][C:18](=[O:19])[NH:20][c:21]2[c:22]([Cl:31])[cH:23][c:24]([NH2:28])[cH:25][c:26]2[Cl:27])[CH2:6][CH2:7][N:8]([C:10](=[O:11])[O:12][C:13]([CH3:14])([CH3:15])[CH3:16])[CH2:9]1.